From a dataset of the Open Reaction Database (ORD), a public repository of structured organic reaction records. describe an organic reaction: reactants, conditions, products, and yield The reactants are CB1OB(C)OB(C)O1, Cc1ccc2nc(Cl)ccc2c1[N+](=O)[O-], [K+], [K+], O=C([O-])[O-], C1COCCO1, O. Yields the product Cc1ccc2c([N+](=O)[O-])c(C)ccc2n1. As a reaction SMILES: [CH3:22][B:23]1[O:24][B:25]([CH3:26])[O:27][B:28]([CH3:29])[O:30]1.[Cl:1][c:2]1[n:3][c:4]2[cH:5][cH:6][c:7]([CH3:15])[c:8]([N+:12](=[O:13])[O-:14])[c:9]2[cH:10][cH:11]1.[K+:16].[K+:17].[O-:18][C:19]([O-:20])=[O:21].[O:31]1[CH2:32][CH2:33][O:34][CH2:35][CH2:36]1.[OH2:37]>>[c:2]1([CH3:19])[n:3][c:4]2[cH:5][cH:6][c:7]([CH3:15])[c:8]([N+:12](=[O:13])[O-:14])[c:9]2[cH:10][cH:11]1.